From a dataset of the Open Reaction Database (ORD), a public repository of structured organic reaction records. describe an organic reaction: reactants, conditions, products, and yield The reactants are ClC1=C(C#N)C=CC(=C1C)C1[C@@]([C@@H]2[C@H](CCN2C1=O)O[Si](C)(C)C(C)(C)C)(C(F)(F)F)O (2-Chloro 4-((1R,7S,7aS)-7-(tert-butyldimethylsilyloxy)-1-hydroxy-3-oxo-1-(trifluoromethyl)-hexahydro-1H-pyrrolizin-2-yl)-3-methyl-benzonitrile), N1=CC=CC=C1 (pyridine). Solvent: C1CCOC1 (THF). Reaction conditions: time 8 hour. The product is ClC1=C(C#N)C=CC(=C1C)C1[C@@]([C@@H]2[C@H](CCN2C1=O)O)(C(F)(F)F)O (2-Chloro-4-((1R,7S,7aS)-1,7-dihydroxy-3-oxo-1-(trifluoromethyl)-hexahydro-1H-pyrrolizin-2-yl)-3-methylbenzonitrile). Yield: 66.4%. As a reaction SMILES: [Cl:1][C:2]1[C:9]([CH3:10])=[C:8]([CH:11]2[C:18](=[O:19])[N:17]3[C@@H:13]([C@@H:14]([O:20][Si](C(C)(C)C)(C)C)[CH2:15][CH2:16]3)[C@@:12]2([OH:32])[C:28]([F:31])([F:30])[F:29])[CH:7]=[CH:6][C:3]=1[C:4]#[N:5].N1C=CC=CC=1>C1COCC1>[Cl:1][C:2]1[C:9]([CH3:10])=[C:8]([CH:11]2[C:18](=[O:19])[N:17]3[C@@H:13]([C@@H:14]([OH:20])[CH2:15][CH2:16]3)[C@@:12]2([OH:32])[C:28]([F:29])([F:30])[F:31])[CH:7]=[CH:6][C:3]=1[C:4]#[N:5]. Procedure: To a plastic vial containing compound 3B (20 mg, 0.041 mmol) in 0.2 mL of THF was added 100 μL of HF pyridine solution (Aldrich), and stirred at RT overnight. It was concentracted and purified on prepHPLC to give the title compound (10.2 mg). MS (ES) m/z 375 [M+H]+. Starting materials: OC1(CN(CC1)C(=O)OC(C)(C)C)C1=C(SC=C1)C1=C(C=CC=C1)O (tert-butyl 3-hydroxy-3-(2-(2-hydroxyphenyl)thiophen-3-yl)pyrrolidine-1-carboxylate), B(F)(F)F (BF3), O (water). The solvent is C(Cl)Cl (DCM). Run at time 8 hour. The product is S1C=CC=2C3(OC=4C=CC=CC4C21)CN(CC3)C(=O)OC(C)(C)C (tert-butyl spiro[pyrrolidine-3,4′-thieno[3,2-c]chromene]-1-carboxylate). The yield is 91.4%. Reaction SMILES: [OH:1][C:2]1([C:14]2[CH:18]=[CH:17][S:16][C:15]=2[C:19]2[CH:24]=[CH:23][CH:22]=[CH:21][C:20]=2O)[CH2:6][CH2:5][N:4]([C:7]([O:9][C:10]([CH3:13])([CH3:12])[CH3:11])=[O:8])[CH2:3]1.B(F)(F)F.O>C(Cl)Cl>[S:16]1[C:15]2[C:19]3[CH:24]=[CH:23][CH:22]=[CH:21][C:20]=3[O:1][C:2]3([CH2:6][CH2:5][N:4]([C:7]([O:9][C:10]([CH3:13])([CH3:12])[CH3:11])=[O:8])[CH2:3]3)[C:14]=2[CH:18]=[CH:17]1. Reported procedure: To a solution of tert-butyl 3-hydroxy-3-(2-(2-hydroxyphenyl)thiophen-3-yl)pyrrolidine-1-carboxylate (4.4 g, 12.1 mmol) in DCM (25 mL) at 0° C. was added BF3 (1.6 g, 24.2 mmol) dropwise. After stirring overnight, the reacton mixture was treated with water and extracted with EtOAc several times. The combined organic layer was washed with brine, and dried over anhydrous Na2SO4. After filtration and concentration, the crude product was purified by column chromatography to give the title compound (3....